Dataset: the Open Reaction Database (ORD), a public repository of structured organic reaction records. Task: describe an organic reaction: reactants, conditions, products, and yield Reactants: [Na] (sodium), OC(C(=O)C1=CC2=C(N=C(O2)C2=CC=CC=C2)C=C1)CC (2-hydroxy-1-(2-phenyl-benzoxazol-6-yl)-butan-1-one), N(N)C(=O)OCC (ethyl hydrazinoformate). Reagents/catalysts: Cl (hydrochloric acid). Solvent: C(C)O (ethanol), C(C)O (ethanol), C(C)O (ethanol). Conditions: time 8 hour. Yields the product C(C)C1C(=NNC(O1)=O)C1=CC2=C(N=C(O2)C2=CC=CC=C2)C=C1 (6-ethyl-5-(2-phenyl-benzoxazol-6-yl)-3,6-dihydro-[1.3.4]oxadiazin-2-one). As a reaction SMILES: [OH:1][CH:2]([CH2:20][CH3:21])[C:3]([C:5]1[CH:19]=[CH:18][C:8]2[N:9]=[C:10]([C:12]3[CH:17]=[CH:16][CH:15]=[CH:14][CH:13]=3)[O:11][C:7]=2[CH:6]=1)=O.[NH:22]([C:24](OCC)=[O:25])[NH2:23].[Na]>Cl.C(O)C>[CH2:20]([CH:2]1[O:1][C:24](=[O:25])[NH:22][N:23]=[C:3]1[C:5]1[CH:19]=[CH:18][C:8]2[N:9]=[C:10]([C:12]3[CH:17]=[CH:16][CH:15]=[CH:14][CH:13]=3)[O:11][C:7]=2[CH:6]=1)[CH3:21] |^1:28|. Procedure details: 50 mg (178 μmol) 2-hydroxy-1-(2-phenyl-benzoxazol-6-yl)-butan-1-one are refluxed together with 20.36 mg (196 μmol) ethyl hydrazinoformate, 1 drop of 0.1N hydrochloric acid and 500 μl ethanol for 10 min, then the solvent is completely removed i. V. The residue is dissolved in 2 ml dry ethanol. 40 mg (1740 μmol) sodium are dissolved in 1.2 ml dry ethanol and added dropwise to the first solution, the mixture is stirred overnight at RT, then separated by RP-HPLC. The reactants are CCOP(=O)(CC(C)=O)OCC, COc1ccc(OCCCCCCCCI)c(Cl)c1, [LiH]. Yields the product CCOP(=O)(OCC)C(CCCCCCCCOc1ccc(OC)cc1Cl)C(C)=O. Reaction SMILES: [CH2:2]([C:3](=[O:4])[CH3:5])[P:6]([O:7][CH2:8][CH3:9])([O:10][CH2:11][CH3:12])=[O:13].[Cl:14][c:15]1[c:16]([O:17][CH2:18][CH2:19][CH2:20][CH2:21][CH2:22][CH2:23][CH2:24][CH2:25][I:26])[cH:27][cH:28][c:29]([O:31][CH3:32])[cH:30]1.[LiH:1]>>[CH:2]([C:3](=[O:4])[CH3:5])([P:6]([O:7][CH2:8][CH3:9])([O:10][CH2:11][CH3:12])=[O:13])[CH2:25][CH2:24][CH2:23][CH2:22][CH2:21][CH2:20][CH2:19][CH2:18][O:17][c:16]1[c:15]([Cl:14])[cH:30][c:29]([O:31][CH3:32])[cH:28][cH:27]1. Reactants: C(C)(C)(C)C=1C=C(C=C(C1O)C(C)(C)C)NC(=S)N (3,5-Di-tert-butyl-4-hydroxyphenylthiourea), α-bromooctylaldehyde dimethyl acetal, O.C1(=CC=C(C=C1)S(=O)(=O)O)C (p-toluenesulfonic acid monohydrate), C(C)(=O)O (acetic acid). Conditions: temperature 90 celsius. The product is C(C)(C)(C)C1=C(C(=CC(=C1)NC=1SC(=CN1)CCCCCC)C(C)(C)C)O (2,6-di-tert-butyl-4-[(5-hexyl-2-thiazolyl)amino]phenol). RXN SMILES: [C:1]([C:5]1[CH:6]=[C:7]([NH:16][C:17]([NH2:19])=[S:18])[CH:8]=[C:9]([C:12]([CH3:15])([CH3:14])[CH3:13])[C:10]=1[OH:11])([CH3:4])([CH3:3])[CH3:2].O.[C:21]1([CH3:31])[CH:26]=[CH:25][C:24](S(O)(=O)=O)=[CH:23][CH:22]=1.[C:32](O)(=O)C>>[C:1]([C:5]1[CH:6]=[C:7]([NH:16][C:17]2[S:18][C:22]([CH2:23][CH2:24][CH2:25][CH2:26][CH2:21][CH3:31])=[CH:32][N:19]=2)[CH:8]=[C:9]([C:12]([CH3:13])([CH3:15])[CH3:14])[C:10]=1[OH:11])([CH3:2])([CH3:3])[CH3:4] |f:1.2|. Procedure details: 3,5-Di-tert-butyl-4-hydroxyphenylthiourea (2.00 g), 1.81 g of α-bromooctylaldehyde dimethyl acetal and 0.06 g of p-toluenesulfonic acid monohydrate were dissolved in 12 ml of acetic acid, and the solution was heated at 90° C. for 1 hour. The reaction mixture was concentrated, saturated aqueous sodium bicarbonate solution was added, and the resultant mixture was extracted with ethyl acetate. The organic layer was washed with saturated aqueous sodium chloride solution, dried over sodium sulfate an... The reactants are O=C1CCCC(=O)O1, CN(C)c1ccccn1, OCc1cccc2c1Cc1ccccc1-2, c1ccncc1. The product is O=C(O)CCCC(=O)OCc1cccc2c1Cc1ccccc1-2. RXN SMILES: [C:25]1(=[O:32])[CH2:26][CH2:27][CH2:28][C:29](=[O:30])[O:31]1.[CH3:16][N:17]([c:18]1[cH:19][cH:20][cH:21][cH:22][n:23]1)[CH3:24].[c:1]1([CH2:14][OH:15])[cH:2][cH:3][cH:4][c:5]2[c:13]1[CH2:12][c:11]1[c:6]-2[cH:7][cH:8][cH:9][cH:10]1.[cH:33]1[cH:34][cH:35][n:36][cH:37][cH:38]1>>[c:1]1([CH2:14][O:15][C:25]([CH2:26][CH2:27][CH2:28][C:29](=[O:30])[OH:31])=[O:32])[cH:2][cH:3][cH:4][c:5]2[c:13]1[CH2:12][c:11]1[c:6]-2[cH:7][cH:8][cH:9][cH:10]1. Reactants: ClC=1N=CNC1Cl (4,5-Dichloroimidazole), [OH-].[K+] (Potassium hydroxide), BrCCCCC (1-bromopentane), Cl.ClCC1=NC2=CC=CC=C2C=C1 (2-chloromethylquinoline hydrochloride). Run in C(C)#N (acetonitrile), C(C)#N (acetonitrile). Reaction conditions: time 0.5 hour. Product: C(CCCC)N1CC(=CC2=CC=CC=C12)C.[Br-].ClC=1NC=[NH+]C1Cl (1-pentyl-3-methylquinoline 4,5-dichloroimidazolium bromide). As a reaction SMILES: [Cl:1][C:2]1[N:3]=[CH:4][NH:5][C:6]=1[Cl:7].[OH-].[K+].[Br:10][CH2:11][CH2:12][CH2:13][CH2:14][CH3:15].Cl.ClC[C:19]1[CH:28]=[CH:27][C:26]2[C:21](=[CH:22][CH:23]=CC=2)N=1>C(#N)C>[CH2:11]([N:5]1[C:6]2[C:26](=[CH:21][CH:22]=[CH:23][CH:2]=2)[CH:27]=[C:28]([CH3:19])[CH2:4]1)[CH2:12][CH2:13][CH2:14][CH3:15].[Br-:10].[Cl:1][C:2]1[NH:3][CH:4]=[NH+:5][C:6]=1[Cl:7] |f:1.2,4.5,7.8.9|. Procedure details: 4,5-Dichloroimidazole (1.23 g, 9 mmol) will be dissolved into acetonitrile. Potassium hydroxide (0.61 g, 9.9 mmol) will be added and the mixture will be allowed to stir for 0.5 h. 1-bromopentane (9 mmol) will be added and the solution will be allowed to reflux overnight. The solution will be filtered hot to remove a white precipitate (presumed to be KBr). 2-chloromethylquinoline hydrochloride (9 mmol) will be dissolved into acetonitrile along with an equivalent of base. This mixture will be adde... Starting materials: Cl, Cn1nc(C(F)F)c(C(=O)F)c1F, [Na+], [OH-], O=S1(=O)CCCC1. Product: Cn1nc(C(F)F)c(C(=O)O)c1F. As a reaction SMILES: [ClH:16].[F:3][CH:4]([c:5]1[n:6][n:7]([CH3:14])[c:8]([F:13])[c:9]1[C:10](=[O:11])[F:12])[F:15].[Na+:2].[OH-:1].[S:17]1(=[O:18])(=[O:19])[CH2:20][CH2:21][CH2:22][CH2:23]1>>[OH:1][C:10]([c:9]1[c:5]([CH:4]([F:3])[F:15])[n:6][n:7]([CH3:14])[c:8]1[F:13])=[O:11]. Starting materials: BrC=1C(=NC=C(C(=O)NC2=CC=C(C=C2)OC(F)(F)F)C1)N(CCO)CC (5-bromo-6-(ethyl(2-hydroxyethyl)amino)-N-(4-(trifluoromethoxy)phenyl)nicotinamide), CC1(OB(OC1(C)C)C1=CC=NN1COCC[Si](C)(C)C)C (5-(4,4,5,5-tetramethyl-1,3,2-dioxaborolan-2-yl)-1-((2-(trimethylsilyl)ethoxy)methyl)-1H-pyrazole). The product is C(C)N(C1=NC=C(C(=O)NC2=CC=C(C=C2)OC(F)(F)F)C=C1C1=CC=NN1)CCO (6-(Ethyl(2-hydroxyethyl)amino)-5-(1H-pyrazol-5-yl)-N-(4-(trifluoromethoxy)phenyl)nicotinamide). As a reaction SMILES: Br[C:2]1[C:3]([N:22]([CH2:26][CH3:27])[CH2:23][CH2:24][OH:25])=[N:4][CH:5]=[C:6]([CH:21]=1)[C:7]([NH:9][C:10]1[CH:15]=[CH:14][C:13]([O:16][C:17]([F:20])([F:19])[F:18])=[CH:12][CH:11]=1)=[O:8].CC1(C)C(C)(C)OB([C:36]2[N:40](COCC[Si](C)(C)C)[N:39]=[CH:38][CH:37]=2)O1>>[CH2:26]([N:22]([CH2:23][CH2:24][OH:25])[C:3]1[C:2]([C:36]2[NH:40][N:39]=[CH:38][CH:37]=2)=[CH:21][C:6]([C:7]([NH:9][C:10]2[CH:15]=[CH:14][C:13]([O:16][C:17]([F:20])([F:19])[F:18])=[CH:12][CH:11]=2)=[O:8])=[CH:5][N:4]=1)[CH3:27]. Procedure: The title compound was prepared in an analogous fashion to that described in Example 19 using 5-bromo-6-(ethyl(2-hydroxyethyl)amino)-N-(4-(trifluoromethoxy)phenyl)nicotinamide (Stage 21.1) and 5-(4,4,5,5-tetramethyl-1,3,2-dioxaborolan-2-yl)-1-((2-(trimethylsilyl)ethoxy)methyl)-1H-pyrazole to afford a yellow wax UPLC-MS (Condition 3) tR=0.97 min, m/z=436.2 [M+H]+, m/z=434.3 [M−H]−; 1H-NMR (400 MHz, DMSO-d6) δ ppm 0.93 (t, J=6.97 Hz, 3H) 3.26 (br. s, 2H) 3.36-3.44 (m, 2H) 3.44-3.52 (m, 2H) 4.59 (b... The reactants are Cl.Cl.COC([C@H](CC1=CC=C(C=C1)C1=C(C(=NC=C1)C)C)NC(=O)[C@H]1NCC=2C=C3C(=CC2C1)OC[C@@H](O3)C3=CC=C(C=C3)OCC3=CC(=C(C=C3)Cl)Cl)=O ((S)-2-({(3S,8S)-3-[4-(3,4-Dichloro-benzyloxy)-phenyl]-2,3,6,7,8,9-hexahydro-[1,4]dioxino[2,3-g]isoquinoline-8-carbonyl}-amino)-3-[4-(2,3-dimethyl-pyridin-4-yl)-phenyl]-propionic acid methyl ester bis hydrochloride), N1(CCOCC1)C(=O)Cl (morpholine-4-carbonyl chloride). Product: ClC=1C=C(COC2=CC=C(C=C2)[C@@H]2OC=3C(=CC=4C[C@H](N(CC4C3)C(=O)N3CCOCC3)C(=O)N[C@H](C(=O)O)CC3=CC=C(C=C3)C3=C(C(=NC=C3)C)C)OC2)C=CC1Cl ((S)-2-{[(3S,8S)-3-[4-(3,4-Dichloro-benzyloxy)-phenyl]-7-(morpholine-4-carbonyl)-2,3,6,7,8,9-hexahydro-[1,4]dioxino[2,3-g]isoquinoline-8-carbonyl]-amino}-3-[4-(2,3-dimethyl-pyridin-4-yl)-phenyl]-propionic acid). RXN SMILES: Cl.Cl.C[O:4][C:5](=[O:55])[C@@H:6]([NH:22][C:23]([C@@H:25]1[CH2:34][C:33]2[CH:32]=[C:31]3[O:35][CH2:36][C@H:37]([C:39]4[CH:44]=[CH:43][C:42]([O:45][CH2:46][C:47]5[CH:52]=[CH:51][C:50]([Cl:53])=[C:49]([Cl:54])[CH:48]=5)=[CH:41][CH:40]=4)[O:38][C:30]3=[CH:29][C:28]=2[CH2:27][NH:26]1)=[O:24])[CH2:7][C:8]1[CH:13]=[CH:12][C:11]([C:14]2[CH:19]=[CH:18][N:17]=[C:16]([CH3:20])[C:15]=2[CH3:21])=[CH:10][CH:9]=1.[N:56]1([C:62](Cl)=[O:63])[CH2:61][CH2:60][O:59][CH2:58][CH2:57]1>>[Cl:54][C:49]1[CH:48]=[C:47]([CH:52]=[CH:51][C:50]=1[Cl:53])[CH2:46][O:45][C:42]1[CH:41]=[CH:40][C:39]([C@H:37]2[CH2:36][O:35][C:31]3=[CH:32][C:33]4[CH2:34][C@@H:25]([C:23]([NH:22][C@@H:6]([CH2:7][C:8]5[CH:13]=[CH:12][C:11]([C:14]6[CH:19]=[CH:18][N:17]=[C:16]([CH3:20])[C:15]=6[CH3:21])=[CH:10][CH:9]=5)[C:5]([OH:55])=[O:4])=[O:24])[N:26]([C:62]([N:56]5[CH2:61][CH2:60][O:59][CH2:58][CH2:57]5)=[O:63])[CH2:27][C:28]=4[CH:29]=[C:30]3[O:38]2)=[CH:44][CH:43]=1 |f:0.1.2|. Procedure details: (S)-2-({(3S,8S)-3-[4-(3,4-Dichloro-benzyloxy)-phenyl]-2,3,6,7,8,9-hexahydro-[1,4]dioxino[2,3-g]isoquinoline-8-carbonyl}-amino)-3-[4-(2,3-dimethyl-pyridin-4-yl)-phenyl]-propionic acid methyl ester bis hydrochloride (21 mg) was reacted with morpholine-4-carbonyl chloride according to General Procedure H. The resulting compound was hydrolyzed according to General Procedure B to give the title compound (11 mg). LCMS (m/z): 852.